This data is from the Open Reaction Database (ORD), a public repository of structured organic reaction records. The task is: describe an organic reaction: reactants, conditions, products, and yield The reactants are O=C(NC(=S)Nc1ccc2c(c1)C(=O)Nc1ccccc1O2)c1ccccc1, C1CCOC1, [Na+], [OH-]. Yields the product NC(=S)Nc1ccc2c(c1)C(=O)Nc1ccccc1O2. Reaction SMILES: [C:1](=[O:2])([c:3]1[cH:4][cH:5][cH:6][cH:7][cH:8]1)[NH:9][C:10](=[S:11])[NH:12][c:13]1[cH:14][cH:15][c:16]2[c:17]([cH:28]1)[C:18](=[O:27])[NH:19][c:20]1[c:21]([cH:23][cH:24][cH:25][cH:26]1)[O:22]2.[CH2:31]1[O:32][CH2:33][CH2:34][CH2:35]1.[Na+:30].[OH-:29]>>[NH2:9][C:10](=[S:11])[NH:12][c:13]1[cH:14][cH:15][c:16]2[c:17]([cH:28]1)[C:18](=[O:27])[NH:19][c:20]1[c:21]([cH:23][cH:24][cH:25][cH:26]1)[O:22]2. Reactants: C(C1=CC=CC=C1)N1N=C(N=N1)C=1N(S(C2=C(C1O)C=CC=C2)(=O)=O)C (3-(2-Benzyltetrazol-5-yl)-4-hydroxy-2-methyl-1,2-benzothiazine 1,1-dioxide), C(C)(=O)OC(C)=O (acetic anhydride). The product is C(C)(=O)OC1=C(N(S(C2=C1C=CC=C2)(=O)=O)C)C=2N=NN(N2)CC2=CC=CC=C2 (4-Acetoxy-3-(2-benzyltetrazol-5-yl)-2-methyl-1,2-benzothiazine 1,1-Dioxide). Isolated yield 90.5%. As a reaction SMILES: [CH2:1]([N:8]1[N:12]=[N:11][C:10]([C:13]2[N:14]([CH3:26])[S:15](=[O:25])(=[O:24])[C:16]3[CH:23]=[CH:22][CH:21]=[CH:20][C:17]=3[C:18]=2[OH:19])=[N:9]1)[C:2]1[CH:7]=[CH:6][CH:5]=[CH:4][CH:3]=1.[C:27](OC(=O)C)(=[O:29])[CH3:28]>>[C:27]([O:19][C:18]1[C:17]2[CH:20]=[CH:21][CH:22]=[CH:23][C:16]=2[S:15](=[O:25])(=[O:24])[N:14]([CH3:26])[C:13]=1[C:10]1[N:11]=[N:12][N:8]([CH2:1][C:2]2[CH:7]=[CH:6][CH:5]=[CH:4][CH:3]=2)[N:9]=1)(=[O:29])[CH3:28]. Procedure: A mixture of compound (a) above (0.30 g) and acetic anhydride (5 ml) was refluxed for 4 hours and then concentrated. The residual oil solidified upon addition of n-hexane. After removal of the solvent by decantation, the solid was crystallized from toluene, filtered off and dried in vacuo to give 0.275 g (90.5%) of the title compound. Reactants: C(OCC)(OCC)OCC (triethyl orthoformate), O[C@H]1[C@@H]2[C@]3(CCC(CC3CC[C@H]2[C@@H]2C=CC([C@@]2(C)C1)=O)=O)C (11α-Hydroxyandrostendione), O.C=1(C(=CC=CC1)S(=O)(=O)O)C (toluene sulfonic acid hydrate), C(OCC)(OCC)OCC (Triethyl orthoformate). Solvent: C(C)O (Ethanol). Conditions: temperature 5 celsius. The product is C(C)OC1=CC2=CC[C@H]3[C@@H]4CCC([C@@]4(C)CC[C@@H]3[C@]2(CC1)C)=O (3-ethoxyandrosta-3,5-diene-17-one). As a reaction SMILES: O[C@@H:2]1[CH2:19][C@@:17]2([CH3:18])[C@@H:13]([CH:14]=[CH:15][C:16]2=[O:20])[C@H:12]2[C@H:3]1[C@:4]1([CH3:22])[CH:9]([CH2:10][CH2:11]2)[CH2:8][C:7](=[O:21])[CH2:6][CH2:5]1.O.[C:24]1(C)C(S(O)(=O)=O)=CC=C[CH:29]=1.C(OCC)(OCC)OCC>C(O)C>[CH2:24]([O:21][C:7]1[CH2:6][CH2:5][C@@:4]2([CH3:22])[C:9](=[CH:10][CH2:11][C@@H:12]3[C@@H:3]2[CH2:2][CH2:19][C@@:17]2([CH3:18])[C@H:13]3[CH2:14][CH2:15][C:16]2=[O:20])[CH:8]=1)[CH3:29] |f:1.2|. Procedure: 11α-Hydroxyandrostendione (429.5 g) and toluene sulfonic acid hydrate (7.1) were charged to a reaction flask under nitrogen. Ethanol (2.58 L) was added to the reactor, and the resulting solution cooled to 5° C. Triethyl orthoformate (334.5 g) was added to the solution over a 15 minute period at 0° to 15° C. After the triethyl orthoformate addition was complete the reaction mixture was warmed to 40° C. and reacted at that temperature for 2 hours, after which the temperature was increased to reflu... Starting materials: OC1=C(OC2=C(C(=O)O)C=CC=C2)C=CC=C1 (2-(2-hydroxyphenoxy) benzoic acid), C(C)(=O)OC(C)=O (acetic anhydride). Reaction conditions: time 8 hour. The product is C1=CC=CC=2OC3=C(OC(C21)=O)C=CC=C3 (11H-dibenzo (b,e)-1,4-dioxepine-11-one). RXN SMILES: O[C:2]1[CH:17]=[CH:16][CH:15]=[CH:14][C:3]=1[O:4][C:5]1[CH:13]=[CH:12][CH:11]=[CH:10][C:6]=1[C:7]([OH:9])=[O:8].C(OC(=O)C)(=O)C>>[CH:10]1[C:6]2[C:7](=[O:9])[O:8][C:2]3[CH:17]=[CH:16][CH:15]=[CH:14][C:3]=3[O:4][C:5]=2[CH:13]=[CH:12][CH:11]=1. Procedure: 5.06 g of 2-(2-hydroxyphenoxy) benzoic acid were suspended in 35 ml of newly distilled acetic anhydride, then the mixture was refluxed for 3 hours while the reaction is controlled from time to time by analyzing a sample of the mixture by gas chromatography. The excess of acetic anhydride was then removed by distillation under reduced pressure and the oily residue crystallized at rest. The crystals were left overnight in a refrigerator; then they were taken up with some ml of ether. The crystalli... Starting materials: C1CCNCC1, C=O, CC(=O)O, CO, CCCCCCC(=O)c1cccnc1. The product is C=C(CCCCC)C(=O)c1cccnc1. RXN SMILES: [CH2:15]1[CH2:16][CH2:17][NH:18][CH2:19][CH2:20]1.[CH2:25]=[O:26].[CH3:21][C:22](=[O:23])[OH:24].[CH3:27][OH:28].[n:1]1[cH:2][c:3]([C:7]([CH2:8][CH2:9][CH2:10][CH2:11][CH2:12][CH3:13])=[O:14])[cH:4][cH:5][cH:6]1>>[n:1]1[cH:2][c:3]([C:7]([C:8]([CH2:9][CH2:10][CH2:11][CH2:12][CH3:13])=[CH2:15])=[O:14])[cH:4][cH:5][cH:6]1. Starting materials: ClC1=CC2=C(N(C(N2)=O)C2CCN(CC2)C(=O)OC(C)(C)C)C=C1 (tert-butyl 4-(5-chloro-2-oxo-2,3-dihydro-1H-benzo[d]imidazol-1-yl)piperidine-1-carboxylate), ClCC=1C=C(C(=O)OCC2=CC=CC=C2)C=CC1 (benzyl 3-(chloromethyl)benzoate), C([O-])([O-])=O.[K+].[K+] (potassium carbonate). Solvent: CN(C=O)C (N,N-dimethylformamide). Run at temperature 65 celsius. The product is C(C1=CC=CC=C1)OC(=O)C=1C=C(CN2CN(C3(C2=O)CCN(CC3)C(=O)OC(C)(C)C)C3=CC=CC=C3)C=CC1 (tert-butyl 3-(3-(benzyloxycarbonyl)benzyl)-4-oxo-1-phenyl-1,3,8-triazaspiro[4.5]decane-8-carboxylate). The yield is 85.4%. RXN SMILES: Cl[C:2]1[CH:24]=[CH:23][C:5]2[N:6]([CH:10]3[CH2:15][CH2:14][N:13]([C:16]([O:18][C:19]([CH3:22])([CH3:21])[CH3:20])=[O:17])[CH2:12][CH2:11]3)[C:7](=O)[NH:8][C:4]=2[CH:3]=1.Cl[CH2:26][C:27]1[CH:28]=[C:29]([CH:40]=[CH:41][CH:42]=1)[C:30]([O:32][CH2:33][C:34]1[CH:39]=[CH:38][CH:37]=[CH:36][CH:35]=1)=[O:31].[C:43](=O)([O-])[O-:44].[K+].[K+]>CN(C)C=O>[CH2:33]([O:32][C:30]([C:29]1[CH:28]=[C:27]([CH:42]=[CH:41][CH:40]=1)[CH2:26][N:8]1[C:43](=[O:44])[C:10]2([CH2:11][CH2:12][N:13]([C:16]([O:18][C:19]([CH3:22])([CH3:20])[CH3:21])=[O:17])[CH2:14][CH2:15]2)[N:6]([C:5]2[CH:23]=[CH:24][CH:2]=[CH:3][CH:4]=2)[CH2:7]1)=[O:31])[C:34]1[CH:39]=[CH:38][CH:37]=[CH:36][CH:35]=1 |f:2.3.4|. Procedure: A mixture of tert-butyl 4-(5-chloro-2-oxo-2,3-dihydro-1H-benzo[d]imidazol-1-yl)piperidine-1-carboxylate (637 mg, 1.923 mmol, 1 equiv), benzyl 3-(chloromethyl)benzoate (500 mg, 1.923 mmol, 1 equiv) and potassium carbonate (797.3 mg, 5.769 mmol, 3 equiv) in N,N-dimethylformamide was heated at 65° C. for 16 h. The reaction was partitioned between ethyl acetate and water. The organic layer was further washed with brine, dried over MgSO4, filtered and concentrated in vacuo. The resulting residue was ...